Dataset: the Open Reaction Database (ORD), a public repository of structured organic reaction records. Task: describe an organic reaction: reactants, conditions, products, and yield The reactants are CCOC(=O)C(C)(C)Br, CO, CCOC(C)=O, [K+], [K+], O=C([O-])[O-], O, N#CSc1cnc(N)s1, OC(CS)C(O)CS. The product is CCOC(=O)C(C)(C)Sc1cnc(N)s1. RXN SMILES: [CH2:18]([CH3:19])[O:20][C:21]([C:22]([CH3:23])([CH3:24])[Br:25])=[O:26].[CH3:33][OH:34].[CH3:35][CH2:36][O:37][C:38]([CH3:39])=[O:40].[K+:27].[K+:28].[O-:29][C:30]([O-:31])=[O:32].[OH2:41].[S:1]([C:2]#[N:3])[c:4]1[cH:5][n:6][c:7]([NH2:9])[s:8]1.[SH:10][CH2:11][CH:12]([OH:13])[CH:14]([OH:15])[CH2:16][SH:17]>>[S:1]([c:4]1[cH:5][n:6][c:7]([NH2:9])[s:8]1)[C:22]([C:21]([O:20][CH2:18][CH3:19])=[O:26])([CH3:23])[CH3:24].